Dataset: the Open Reaction Database (ORD), a public repository of structured organic reaction records. Task: describe an organic reaction: reactants, conditions, products, and yield The reactants are C(C1=CC=CC=C1)N (monobenzylamine), C(C1=CC=CC=C1)OC(=O)N(C)CC(=O)NCC(=O)N[C@@H](CCC)C(=O)N[C@@H](C)P(O)(O)=O ((1R)-1-[(N-benzyloxycarbonyl-sarcosyl-glycyl-L-norvalyl)amino]-ethylphosphonic acid). Yields the product N(C)CC(=O)NCC(=O)N[C@@H](CCC)C(=O)N[C@@H](C)P(O)(O)=O ((1R)-1-(N-sarcosyl-glycyl-L-norvalylamino)-ethylphosphonic acid). Reaction SMILES: C(N)C1C=CC=CC=1.C(O[C:17]([N:19]([CH2:21][C:22]([NH:24][CH2:25][C:26]([NH:28][C@H:29]([C:33]([NH:35][C@H:36]([P:38](=[O:41])([OH:40])[OH:39])[CH3:37])=[O:34])[CH2:30][CH2:31][CH3:32])=[O:27])=[O:23])C)=O)C1C=CC=CC=1>>[NH:19]([CH2:21][C:22]([NH:24][CH2:25][C:26]([NH:28][C@H:29]([C:33]([NH:35][C@H:36]([P:38](=[O:39])([OH:41])[OH:40])[CH3:37])=[O:34])[CH2:30][CH2:31][CH3:32])=[O:27])=[O:23])[CH3:17]. Procedure details: In a manner analogous to that described in Example 5(A)(iii), from the monobenzylamine salt of (1R)-1-[(N-benzyloxycarbonyl-sarcosyl-glycyl-L-norvalyl)amino]-ethylphosphonic acid there was obtained (1R)-1-(N-sarcosyl-glycyl-L-norvalylamino)-ethylphosphonic acid of melting point 255°-257° C. (decomposition); [α]D20 =-64.2°; [α]36520 =-235° (c=0.49% in water). Starting materials: C1COCCN1, CCCc1nc2c(c(C)c(C)n3nnnc23)n1CCCS(=O)(=O)c1ccc(C(=O)O)cc1, O=C(Cl)C(=O)Cl, ClCCl. The product is CCCc1nc2c(c(C)c(C)n3nnnc23)n1CCCS(=O)(=O)c1ccc(C(=O)N2CCOCC2)cc1. Reaction SMILES: [CH2:39]1[CH2:40][O:41][CH2:42][CH2:43][NH:44]1.[CH3:1][c:2]1[c:3]([CH3:32])[c:4]2[c:5]([c:6]3[n:7]1[n:8][n:9][n:10]3)[n:11][c:12]([CH2:29][CH2:30][CH3:31])[n:13]2[CH2:14][CH2:15][CH2:16][S:17](=[O:18])(=[O:19])[c:20]1[cH:21][cH:22][c:23]([C:24](=[O:25])[OH:26])[cH:27][cH:28]1.[Cl:33][C:34]([C:35]([Cl:36])=[O:37])=[O:38].[Cl:45][CH2:46][Cl:47]>>[CH3:1][c:2]1[c:3]([CH3:32])[c:4]2[c:5]([c:6]3[n:7]1[n:8][n:9][n:10]3)[n:11][c:12]([CH2:29][CH2:30][CH3:31])[n:13]2[CH2:14][CH2:15][CH2:16][S:17](=[O:18])(=[O:19])[c:20]1[cH:21][cH:22][c:23]([C:24](=[O:26])[N:44]2[CH2:39][CH2:40][O:41][CH2:42][CH2:43]2)[cH:27][cH:28]1. The reactants are C=CCOC(=O)C(C#N)=C(NC(C)c1nccs1)c1sccc1Br, C1CCNC1, ClCCl, c1ccc(P(c2ccccc2)c2ccccc2)cc1, c1ccc(P(c2ccccc2)(c2ccccc2)[Pd](P(c2ccccc2)(c2ccccc2)c2ccccc2)(P(c2ccccc2)(c2ccccc2)c2ccccc2)P(c2ccccc2)(c2ccccc2)c2ccccc2)cc1. Yields the product CC(NC(=C(C#N)C(=O)O)c1sccc1Br)c1nccs1. As a reaction SMILES: [Br:1][c:2]1[c:3]([C:7](=[C:8]([C:9](=[O:10])[O:11][CH2:12][CH:13]=[CH2:14])[C:15]#[N:16])[NH:17][CH:18]([CH3:19])[c:20]2[s:21][cH:22][cH:23][n:24]2)[s:4][cH:5][cH:6]1.[CH2:25]1[CH2:26][NH:27][CH2:28][CH2:29]1.[Cl:49][CH2:50][Cl:51].[c:30]1([P:31]([c:32]2[cH:33][cH:34][cH:35][cH:36][cH:37]2)[c:38]2[cH:39][cH:40][cH:41][cH:42][cH:43]2)[cH:44][cH:45][cH:46][cH:47][cH:48]1.[cH:52]1[cH:53][cH:54][c:55]([P:56]([Pd:57]([P:58]([c:59]2[cH:60][cH:61][cH:62][cH:63][cH:64]2)([c:65]2[cH:66][cH:67][cH:68][cH:69][cH:70]2)[c:71]2[cH:72][cH:73][cH:74][cH:75][cH:76]2)([P:77]([c:78]2[cH:79][cH:80][cH:81][cH:82][cH:83]2)([c:84]2[cH:85][cH:86][cH:87][cH:88][cH:89]2)[c:90]2[cH:91][cH:92][cH:93][cH:94][cH:95]2)[P:96]([c:97]2[cH:98][cH:99][cH:100][cH:101][cH:102]2)([c:103]2[cH:104][cH:105][cH:106][cH:107][cH:108]2)[c:109]2[cH:110][cH:111][cH:112][cH:113][cH:114]2)([c:115]2[cH:116][cH:117][cH:118][cH:119][cH:120]2)[c:121]2[cH:122][cH:123][cH:124][cH:125][cH:126]2)[cH:127][cH:128]1>>[Br:1][c:2]1[c:3]([C:7](=[C:8]([C:9](=[O:10])[OH:11])[C:15]#[N:16])[NH:17][CH:18]([CH3:19])[c:20]2[s:21][cH:22][cH:23][n:24]2)[s:4][cH:5][cH:6]1. The reactants are C(#N)N=C(NCCCOC1=CC(=CC=C1)C1OCCO1)N(N=CC1=CC=CC=C1)C (N'-cyano-N-[3-[3-(1,3-dioxolan-2-yl)phenoxy]propyl]-1-methyl-2 -(phenylmethylene) hydrazinecarboximidamide), Cl (hydrochloric acid), [BH4-].[Na+] (sodium borohydride), N1CCC=CC1 (1,2,3,6-tetrahydropyridine). Run in O1CCCC1 (tetrahydrofuran), C(C)(=O)OCC (ethyl acetate). Reaction conditions: time 1 hour. Product: CN1N=C(N=C1NCCCOC1=CC(=CC=C1)CN1CCC=CC1)N (1-Methyl-N5 -[3-[3-[1-(1,2,3,6-tetrahydropyridinyl)methyl]phenoxy]propyl]-1H-1,2,4-triazole-3,5-diamine). As a reaction SMILES: [C:1]([N:3]=[C:4]([N:21]([CH3:30])[N:22]=CC1C=CC=CC=1)[NH:5][CH2:6][CH2:7][CH2:8][O:9][C:10]1[CH:15]=[CH:14][CH:13]=[C:12]([CH:16]2OCCO2)[CH:11]=1)#[N:2].Cl.[NH:32]1[CH2:37][CH:36]=[CH:35][CH2:34][CH2:33]1.[BH4-].[Na+]>O1CCCC1.C(OCC)(=O)C>[CH3:30][N:21]1[C:4]([NH:5][CH2:6][CH2:7][CH2:8][O:9][C:10]2[CH:15]=[CH:14][CH:13]=[C:12]([CH2:16][N:32]3[CH2:33][CH:34]=[CH:35][CH2:36][CH2:37]3)[CH:11]=2)=[N:3][C:1]([NH2:2])=[N:22]1 |f:3.4|. Procedure details: A solution of N'-cyano-N-[3-[3-(1,3-dioxolan-2-yl)phenoxy]propyl]-1-methyl-2 -(phenylmethylene) hydrazinecarboximidamide (2.62 g) in tetrahydrofuran (40 ml) was stirred at room temperature for 0.5 h with 2N hydrochloric acid (5 ml). The mixture was treated with 1,2,3,6-tetrahydropyridine (9 ml) and stirred at room temperature for a further 1 h. The mixture was treated with sodium borohydride (1.5 g), stirred at room temperature for 18 h, diluted with ethyl acetate, filtered and the filtrate evap... Starting materials: N1=C(N=CC=C1)CO (2-pyrimidinemethanol), C1(CC1)NC(C1=CC(=C(C=C1)C)NC(C1=CC=C(C=C1)O)=O)=O (N-cyclopropyl-3-[(4-hydroxybenzoyl)amino]-4-methylbenzamide). Yields the product C1(CC1)NC(C1=CC(=C(C=C1)C)NC(C1=CC=C(C=C1)OCC1=NC=CC=N1)=O)=O (N-cyclopropyl-4-methyl-3-{[4-(pyrimidin-2-ylmethoxy)benzoyl]amino}benzamide). Isolated yield 58.0%. RXN SMILES: [N:1]1[CH:6]=[CH:5][CH:4]=[N:3][C:2]=1[CH2:7][OH:8].[CH:9]1([NH:12][C:13](=[O:31])[C:14]2[CH:19]=[CH:18][C:17]([CH3:20])=[C:16]([NH:21][C:22](=[O:30])[C:23]3[CH:28]=[CH:27][C:26](O)=[CH:25][CH:24]=3)[CH:15]=2)[CH2:11][CH2:10]1>>[CH:9]1([NH:12][C:13](=[O:31])[C:14]2[CH:19]=[CH:18][C:17]([CH3:20])=[C:16]([NH:21][C:22](=[O:30])[C:23]3[CH:24]=[CH:25][C:26]([O:8][CH2:7][C:2]4[N:3]=[CH:4][CH:5]=[CH:6][N:1]=4)=[CH:27][CH:28]=3)[CH:15]=2)[CH2:11][CH2:10]1. Reported procedure: The title compound was prepared from 2-pyrimidinemethanol and N-cyclopropyl-3-[(4-hydroxybenzoyl)amino]-4-methylbenzamide according to the method used to prepared Example 8, to give the title compound as a solid (149 mg, 58%); NMR Spectrum: (DMSOd6) 0.56 (m, 2H), 0.67 (m, 2H), 2.24 (s, 3H), 2.84 (m, 1H), 5.37 (s, 2H), 7.09 (d, 2H), 7.31 (d, 1H), 7.47 (m, 1H), 7.61 (m, 1H), 7.78 (d, 1H), 7.93 (d, 2H), 8.35 (m, 1H), 8.83 (m, 2H), 9.80 (s, 1H); Mass Spectrum: M+H+ 403. Starting materials: Cl (hydrochloric aicd), C(C)(C)(C)OC(=O)NC=1C=C(C=CC1)CCCN1CCC(CC1)NC(=O)C1=CC2=CN=C3C=CC=C(S1)N32 (N-[1-[3-(3-tert-butoxycarbonylaminophenyl)propan-1-yl]piperidin-4-yl]-5-thia-1,8b-diazaacenaphthylene-4-carboxamide). Solvent: C(C)O (Ethanol). Run at time 1 hour. Yields the product Cl.Cl.Cl.NC=1C=C(C=CC1)CCCN1CCC(CC1)NC(=O)C1=CC2=CN=C3C=CC=C(S1)N32 (N-[1-[3-(3-aminophenyl)propan-1-yl]piperidin-4-yl]-5-thia-1,8b-diazaacenaphthylene-4-carboxamide trihydrochloride). The yield is 66.0%. Reaction SMILES: [ClH:1].C(OC([NH:9][C:10]1[CH:11]=[C:12]([CH2:16][CH2:17][CH2:18][N:19]2[CH2:24][CH2:23][CH:22]([NH:25][C:26]([C:28]3[S:38][C:37]4[N:39]5[C:30](=[CH:31][N:32]=[C:33]5[CH:34]=[CH:35][CH:36]=4)[CH:29]=3)=[O:27])[CH2:21][CH2:20]2)[CH:13]=[CH:14][CH:15]=1)=O)(C)(C)C>C(O)C>[ClH:1].[ClH:1].[ClH:1].[NH2:9][C:10]1[CH:11]=[C:12]([CH2:16][CH2:17][CH2:18][N:19]2[CH2:24][CH2:23][CH:22]([NH:25][C:26]([C:28]3[S:38][C:37]4[N:39]5[C:30](=[CH:31][N:32]=[C:33]5[CH:34]=[CH:35][CH:36]=4)[CH:29]=3)=[O:27])[CH2:21][CH2:20]2)[CH:13]=[CH:14][CH:15]=1 |f:3.4.5.6|. Procedure: Concentrated hydrochloric aicd (1.5 ml) was added to N-[1-[3-(3-tert-butoxycarbonylaminophenyl)propan-1-yl]piperidin-4-yl]-5-thia-1,8b-diazaacenaphthylene-4-carboxamide (392 mg, 0.735 mmol) and the mixture was stirred at room temperature for 1 hour. Ethanol was added to the mixture to give N-[1-[3-(3-aminophenyl)propan-1-yl]piperidin-4-yl]-5-thia-1,8b-diazaacenaphthylene-4-carboxamide trihydrochloride as orange crystals (265 mg, 66%), which were collected by filtration and washed with ethanol.